Dataset: the Open Reaction Database (ORD), a public repository of structured organic reaction records. Task: describe an organic reaction: reactants, conditions, products, and yield Reactants: O=C([O-])O, COCOCCc1ccc(C(O)c2cc(Br)c(OCc3ccccc3)cc2C)cc1, ClC(Cl)Cl, [Na+]. The product is COCOCCc1ccc(Cc2cc(Br)c(OCc3ccccc3)cc2C)cc1. Reaction SMILES: [C:31](=[O:32])([OH:33])[O-:34].[CH2:1]([c:2]1[cH:3][cH:4][cH:5][cH:6][cH:7]1)[O:8][c:9]1[cH:10][c:11]([CH3:30])[c:12]([CH:16]([OH:17])[c:18]2[cH:19][cH:20][c:21]([CH2:24][CH2:25][O:26][CH2:27][O:28][CH3:29])[cH:22][cH:23]2)[cH:13][c:14]1[Br:15].[CH:36]([Cl:37])([Cl:38])[Cl:39].[Na+:35]>>[CH2:1]([c:2]1[cH:3][cH:4][cH:5][cH:6][cH:7]1)[O:8][c:9]1[cH:10][c:11]([CH3:30])[c:12]([CH2:16][c:18]2[cH:19][cH:20][c:21]([CH2:24][CH2:25][O:26][CH2:27][O:28][CH3:29])[cH:22][cH:23]2)[cH:13][c:14]1[Br:15]. Reactants: C(C=C)Br (allyl bromide), solution, C1(CCCCC1)C=1C2=C(NC1C1=C(C=CC=C1)C=C)C=C(S2)C(=O)OC (methyl 6-cyclohexyl-5-(2-vinylphenyl)-4H-thieno[3,2-b]pyrrole-2-carboxylate), [H-].[Na+] (NaH). The solvent is CN(C)C=O (DMF). Run at time 1 hour. Product: C(C=C)N1C2=C(C(=C1C1=C(C=CC=C1)C=C)C1CCCCC1)SC(=C2)C(=O)OC (methyl 4-allyl-6-cyclohexyl-5-(2-vinylphenyl)-4H-thieno[3,2-b]pyrrole-2-carboxylate). Yield: 98.0%. Reaction SMILES: [CH:1]1([C:7]2[C:8]3[S:22][C:21]([C:23]([O:25][CH3:26])=[O:24])=[CH:20][C:9]=3[NH:10][C:11]=2[C:12]2[CH:17]=[CH:16][CH:15]=[CH:14][C:13]=2[CH:18]=[CH2:19])[CH2:6][CH2:5][CH2:4][CH2:3][CH2:2]1.[H-].[Na+].[CH2:29](Br)[CH:30]=[CH2:31]>CN(C=O)C>[CH2:31]([N:10]1[C:11]([C:12]2[CH:17]=[CH:16][CH:15]=[CH:14][C:13]=2[CH:18]=[CH2:19])=[C:7]([CH:1]2[CH2:6][CH2:5][CH2:4][CH2:3][CH2:2]2)[C:8]2[S:22][C:21]([C:23]([O:25][CH3:26])=[O:24])=[CH:20][C:9]1=2)[CH:30]=[CH2:29] |f:1.2|. Reported procedure: To a 0.1M solution of methyl 6-cyclohexyl-5-(2-vinylphenyl)-4H-thieno[3,2-b]pyrrole-2-carboxylate in dry DMF, 60% NaH (1.2 eq.) in mineral oil was added; when gas evolution had ceased, allyl bromide (1.3 eq.) was added, and the suspension was stirred at RT for 1 h. All volatiles were evaporated and the title compound was isolated by chromatography (PE/Et2O 20:1). Yield: 98%. 1H-NMR (400 MHz, CDCl3, 300K, δ) 7.73 (d, 1H, J 7.6), 7.70 (s, 1H), 7.47 (t, 1H, J 7.6), 7.36 (t, 1H, J 7.6), 7.25 (d, 1H,... The reactants are C(C)OC(C(CCC(C)C)(C)CNCC1=CC=C(C=C1)F)=O (2-[(4-fluoro-benzylamino)-methyl]-2,5-dimethyl-hexanoic acid ethyl ester), CS(=O)(=O)NC1=CC2=C(NC(=NS2(=O)=O)CC(=O)O)C=C1 ((7-methanesulfonylamino-1,1-dioxo-1,4-dihydro-1λ6-benzo[1,2,4]thiadiazin-3-yl)-acetic acid), Cl.CN(CCCN=C=NCC)C (1-(3-dimethylaminopropyl)-3-ethylcarbodiimide hydrochloride), CN1CCOCC1 (N-methyl morpholine), oil, [H-].[Na+] (sodium hydride). Run in CN(C=O)C (N,N-dimethyformamide). Conditions: temperature 25 celsius, time 1 hour. Product: FC1=CC=C(CN2C(C(=C(C(C2)(CCC(C)C)C)O)C2=NS(C3=C(N2)C=CC(=C3)NS(=O)(=O)C)(=O)=O)=O)C=C1 (N-{3-[1-(4-fluoro-benzyl)-4-hydroxy-5-methyl-5-(3-methyl-butyl)-2-oxo-1,2,5,6-tetrahydro-pyridin-3-yl]-1,1-dioxo-1,4-dihydro-1λ6-benzo[1,2,4]thiadiazin-7-yl}methanesulfonamide). The yield is 38.6%. RXN SMILES: C(O[C:4](=[O:22])[C:5]([CH2:12][NH:13][CH2:14][C:15]1[CH:20]=[CH:19][C:18]([F:21])=[CH:17][CH:16]=1)([CH3:11])[CH2:6][CH2:7][CH:8]([CH3:10])[CH3:9])C.[CH3:23][S:24]([NH:27][C:28]1[CH:43]=[CH:42][C:31]2[NH:32][C:33]([CH2:38][C:39](O)=[O:40])=[N:34][S:35](=[O:37])(=[O:36])[C:30]=2[CH:29]=1)(=[O:26])=[O:25].Cl.CN(C)CCCN=C=NCC.CN1CCOCC1.[H-].[Na+]>CN(C)C=O>[F:21][C:18]1[CH:17]=[CH:16][C:15]([CH2:14][N:13]2[CH2:12][C:5]([CH3:11])([CH2:6][CH2:7][CH:8]([CH3:9])[CH3:10])[C:4]([OH:22])=[C:38]([C:33]3[NH:32][C:31]4[CH:42]=[CH:43][C:28]([NH:27][S:24]([CH3:23])(=[O:26])=[O:25])=[CH:29][C:30]=4[S:35](=[O:36])(=[O:37])[N:34]=3)[C:39]2=[O:40])=[CH:20][CH:19]=1 |f:2.3,5.6|. Procedure: A solution of 2-[(4-fluoro-benzylamino)-methyl]-2,5-dimethyl-hexanoic acid ethyl ester (93 mg, 0.30 mmol), (7-methanesulfonylamino-1,1-dioxo-1,4-dihydro-1λ6-benzo[1,2,4]thiadiazin-3-yl)-acetic acid (100 mg, 0.30 mmol), and 1-(3-dimethylaminopropyl)-3-ethylcarbodiimide hydrochloride (60 mg, 0.315 mmol) in anhydrous N,N-dimethyformamide (4 mL) was treated with N-methyl morpholine (0.069 mL, 0.63 mmol). The reaction was stirred under a nitrogen environment at 25° C. for 1 h, quenched with a 1.0 M a... The reactants are CC(=O)O (HOAc), C1(=CC=CC=C1)CSC[C@H](C(=O)OCC1=CC=CC=C1)CC (Benzyl 2-(S)-(((Phenylmethyl)thio)methyl)butanoate), CC(=O)O (HOAc). Run in O (H2O), Br (HBr). Reaction conditions: temperature 70 celsius, time 8 hour. The product is C1(=CC=CC=C1)CSC[C@H](C(=O)O)CC (2-(S)-(((Phenylmethyl)thio)methyl)butanoic acid). Isolated yield 76.2%. Reaction SMILES: CC(O)=O.[C:5]1([CH2:11][S:12][CH2:13][C@@H:14]([CH2:25][CH3:26])[C:15]([O:17]CC2C=CC=CC=2)=[O:16])[CH:10]=[CH:9][CH:8]=[CH:7][CH:6]=1>Br.O>[C:5]1([CH2:11][S:12][CH2:13][C@@H:14]([CH2:25][CH3:26])[C:15]([OH:17])=[O:16])[CH:10]=[CH:9][CH:8]=[CH:7][CH:6]=1. Reported procedure: Glacial HOAc (120 ml) was added to a suspension of the product of step 8 (32.4 g, approx. 103 mmol) in 210 ml of 30-32% anhydrous HBr in glacial HOAc (approx. 1.03 mol) to complete the dissolution. The resulting solution was stirred at 70° C. for 6 h and at 50° overnight. The reaction mixture was then cooled to r.t., diluted with H2O (750 mL) and extracted with CH2Cl2 (7×). The combined organic extracts were concentrated in vacuo. The residue was diluted with toluene (500 mL) and concentrated in... The reactants are NC1=C(C=C(C=C1C#N)C(CNC1CC1)O)Br (1-(4'-amino-3'-bromo-5'-cyano-phenyl)-2-cyclopropylamino-ethanol), [H][H] (hydrogen). Run in CO (methanol). Product: NC1=C(C=C(C=C1)C(CNC1CC1)O)C#N (1-(4'-amino-3'-cyano-phenyl)-2-cyclopropylamino-ethanol). RXN SMILES: [NH2:1][C:2]1[C:7]([C:8]#[N:9])=[CH:6][C:5]([CH:10]([OH:16])[CH2:11][NH:12][CH:13]2[CH2:15][CH2:14]2)=[CH:4][C:3]=1Br.[H][H]>CO>[NH2:1][C:2]1[CH:3]=[CH:4][C:5]([CH:10]([OH:16])[CH2:11][NH:12][CH:13]2[CH2:15][CH2:14]2)=[CH:6][C:7]=1[C:8]#[N:9]. Reported procedure: 4 gm of 1-(4'-amino-3'-bromo-5'-cyano-phenyl)-2-cyclopropylamino-ethanol was dissolved in methanol, and the solution was hydrogenated at room temperature at a hydrogen pressure of 3 to 5 atmospheres after addition of 1 gm of palladized coal (10%). After termination of hydrogen absorption, the catalyst was suction-filtered off, the filtrate was evaporated to dryness in vacuo, and the residue was distributed between dilute sodium hydroxide and chloroform. After evaporation of the chloroform phase,... Reactants: [BH4-], [Br-], CCOC(=O)C(F)(F)Sc1cncc(-c2cccc(-c3cc(C(C)(C)S(C)(=O)=O)cc4cccnc34)c2)c1, C[Mg+], [Cl-], ClCCl, [NH4+], [Na+]. The product is CC(O)C(F)(F)Sc1cncc(-c2cccc(-c3cc(C(C)(C)S(C)(=O)=O)cc4cccnc34)c2)c1. Reaction SMILES: [BH4-:42].[Br-:39].[CH2:1]([O:2][C:4]([C:5]([S:6][c:7]1[cH:8][n:9][cH:10][c:11](-[c:13]2[cH:14][c:15](-[c:19]3[cH:20][c:21]([C:29]([CH3:30])([CH3:31])[S:32](=[O:33])(=[O:34])[CH3:35])[cH:22][c:23]4[cH:24][cH:25][cH:26][n:27][c:28]34)[cH:16][cH:17][cH:18]2)[cH:12]1)([F:36])[F:37])=[O:38])[CH3:3].[CH3:40][Mg+:41].[Cl-:47].[Cl:44][CH2:45][Cl:46].[NH4+:48].[Na+:43]>>[CH:4]([C:5]([S:6][c:7]1[cH:8][n:9][cH:10][c:11](-[c:13]2[cH:14][c:15](-[c:19]3[cH:20][c:21]([C:29]([CH3:30])([CH3:31])[S:32](=[O:33])(=[O:34])[CH3:35])[cH:22][c:23]4[cH:24][cH:25][cH:26][n:27][c:28]34)[cH:16][cH:17][cH:18]2)[cH:12]1)([F:36])[F:37])([OH:38])[CH3:40]. Reactants: O=C1CCC(=O)N1Br, ClCCCl, CCc1ccc(C2=NOC(c3cc(C(F)(F)F)cc(C(F)(F)F)c3)(C(F)(F)F)C2)cc1, CC(C)(C#N)N=NC(C)(C)C#N, O. Product: CC(Br)c1ccc(C2=NOC(c3cc(C(F)(F)F)cc(C(F)(F)F)c3)(C(F)(F)F)C2)cc1. RXN SMILES: [Br:32][N:33]1[C:34](=[O:35])[CH2:36][CH2:37][C:38]1=[O:39].[Cl:53][CH2:54][CH2:55][Cl:56].[F:1][C:2]([c:3]1[cH:4][c:5]([C:13]2([C:26]([F:27])([F:28])[F:29])[CH2:14][C:15]([c:18]3[cH:19][cH:20][c:21]([CH2:24][CH3:25])[cH:22][cH:23]3)=[N:16][O:17]2)[cH:6][c:7]([C:9]([F:10])([F:11])[F:12])[cH:8]1)([F:30])[F:31].[N:40]([C:41]([CH3:42])([CH3:43])[C:44]#[N:45])=[N:46][C:47]([CH3:48])([CH3:49])[C:50]#[N:51].[OH2:52]>>[F:1][C:2]([c:3]1[cH:4][c:5]([C:13]2([C:26]([F:27])([F:28])[F:29])[CH2:14][C:15]([c:18]3[cH:19][cH:20][c:21]([CH:24]([CH3:25])[Br:32])[cH:22][cH:23]3)=[N:16][O:17]2)[cH:6][c:7]([C:9]([F:10])([F:11])[F:12])[cH:8]1)([F:30])[F:31]. Starting materials: C(CC)(=O)C=1C=NC2=C(C=CC=C2C1Cl)OCCSCCC (3-Propanoyl-4-chloro-8-(2-propylthioethoxy)quinoline), NC=1C(=CC=CC1)C (o-toluidine). Solvent: C(C)#N (acetonitrile). Yields the product C(CC)(=O)C=1C=NC2=C(C=CC=C2C1NC1=C(C=CC=C1)C)OCCSCCC (3-propanoyl-4-(2-methylphenylamino)-8-(2-propylthioethoxy)quinoline). Yield: 59.5%. RXN SMILES: [C:1]([C:5]1[CH:6]=[N:7][C:8]2[C:13]([C:14]=1Cl)=[CH:12][CH:11]=[CH:10][C:9]=2[O:16][CH2:17][CH2:18][S:19][CH2:20][CH2:21][CH3:22])(=[O:4])[CH2:2][CH3:3].[NH2:23][C:24]1[C:25]([CH3:30])=[CH:26][CH:27]=[CH:28][CH:29]=1>C(#N)C>[C:1]([C:5]1[CH:6]=[N:7][C:8]2[C:13]([C:14]=1[NH:23][C:24]1[CH:29]=[CH:28][CH:27]=[CH:26][C:25]=1[CH3:30])=[CH:12][CH:11]=[CH:10][C:9]=2[O:16][CH2:17][CH2:18][S:19][CH2:20][CH2:21][CH3:22])(=[O:4])[CH2:2][CH3:3]. Procedure: 3-Propanoyl-4-chloro-8-(2-propylthioethoxy)quinoline (2.5 g, 7.40 mmol) and o-toluidine (0.95 g, 8.86 mmol) was refluxed in acetonitrile (10 ml) for 2 h. The solvent was evaporated and the residue was partitioned between methylene chloride and 10% Na2CO3 solution. The organic layer was dried over Na2SO4 and evaporated. The crude product was purified by column chromatography (methylene chloride: ethyl acetate 80:20). 1.8 g (60%) of the title compound was obtained.